This data is from the Open Reaction Database (ORD), a public repository of structured organic reaction records. The task is: describe an organic reaction: reactants, conditions, products, and yield Starting materials: CC(=O)OC(C)=O, CCN(C(C)C)C(C)C, ClCCl, N#Cc1ccc(Cn2cncc2Cc2ccc(-n3cc(Cl)ccc3=O)nc2)cc1OCCN, [Na+], O=C([O-])O. The product is CC(=O)NCCOc1cc(Cn2cncc2Cc2ccc(-n3cc(Cl)ccc3=O)nc2)ccc1C#N. Reaction SMILES: [CH3:34][C:35](=[O:36])[O:37][C:38](=[O:39])[CH3:40].[CH:41]([N:42]([CH2:43][CH3:44])[CH:45]([CH3:46])[CH3:47])([CH3:48])[CH3:49].[Cl:55][CH2:56][Cl:57].[NH2:1][CH2:2][CH2:3][O:4][c:5]1[c:6]([C:7]#[N:8])[cH:9][cH:10][c:11]([CH2:13][n:14]2[cH:15][n:16][cH:17][c:18]2[CH2:19][c:20]2[cH:21][cH:22][c:23](-[n:26]3[c:27](=[O:33])[cH:28][cH:29][c:30]([Cl:32])[cH:31]3)[n:24][cH:25]2)[cH:12]1.[Na+:54].[O-:50][C:51]([OH:52])=[O:53]>>[NH:1]([CH2:2][CH2:3][O:4][c:5]1[c:6]([C:7]#[N:8])[cH:9][cH:10][c:11]([CH2:13][n:14]2[cH:15][n:16][cH:17][c:18]2[CH2:19][c:20]2[cH:21][cH:22][c:23](-[n:26]3[c:27](=[O:33])[cH:28][cH:29][c:30]([Cl:32])[cH:31]3)[n:24][cH:25]2)[cH:12]1)[C:35]([CH3:34])=[O:36]. Starting materials: Cl.Cl.ClC=1C=NC=2NC=3C=NC=C(CCC4=C(C=CC(NC1N2)=C4)OCC(=O)O)C3 ({[6-chloro-2,4,8,18,22-pentaazatetracyclo[14.3.1.1(3,7).1(9,13)]docosa-1(20),3(22),4,6,9(21),10,12,16,18-nonaen-12-yl]oxy}acetic acid dihydrochloride), N1(CCNCC1)C(=O)OC(C)(C)C (tert-butyl piperazine-1-carboxylate). Product: ClC=1C=NC=2NC=3C=NC=C(CCC4=C(C=CC(NC1N2)=C4)OCC(=O)N4CCN(CC4)C(=O)OC(C)(C)C)C3 (tert-Butyl 4-({[6-chloro-2,4,8,18,22-pentaazatetracyclo[14.3.1.1(3,7).1(9,13)]docosa-1(20),3(22),4,6,9(21),10,12,16,18-nonaen-12-yl]oxy}acetyl)piperazine-1-carboxylate). As a reaction SMILES: Cl.Cl.[Cl:3][C:4]1[CH:5]=[N:6][C:7]2[NH:8][C:9]3[CH:10]=[N:11][CH:12]=[C:13]([CH:30]=3)[CH2:14][CH2:15][C:16]3[CH:24]=[C:20]([NH:21][C:22]=1[N:23]=2)[CH:19]=[CH:18][C:17]=3[O:25][CH2:26][C:27](O)=[O:28].[N:31]1([C:37]([O:39][C:40]([CH3:43])([CH3:42])[CH3:41])=[O:38])[CH2:36][CH2:35][NH:34][CH2:33][CH2:32]1>>[Cl:3][C:4]1[CH:5]=[N:6][C:7]2[NH:8][C:9]3[CH:10]=[N:11][CH:12]=[C:13]([CH:30]=3)[CH2:14][CH2:15][C:16]3[CH:24]=[C:20]([NH:21][C:22]=1[N:23]=2)[CH:19]=[CH:18][C:17]=3[O:25][CH2:26][C:27]([N:34]1[CH2:35][CH2:36][N:31]([C:37]([O:39][C:40]([CH3:43])([CH3:42])[CH3:41])=[O:38])[CH2:32][CH2:33]1)=[O:28] |f:0.1.2|. Procedure: The desired compound was prepared according to the procedure of Example D152 using {[6-chloro-2,4,8,18,22-pentaazatetracyclo[14.3.1.1(3,7).1(9,13)]docosa-1(20),3(22),4,6,9(21),10,12,16,18-nonaen-12-yl]oxy}acetic acid dihydrochloride and tert-butyl piperazine-1-carboxylate as the starting materials. LCMS for C23H25ClN5O3 (M+H)+: m/z=454.1. This material was used immediately in the next step.